From a dataset of the Open Reaction Database (ORD), a public repository of structured organic reaction records. describe an organic reaction: reactants, conditions, products, and yield Starting materials: O=C(Cl)c1cccc([N+](=O)[O-])c1, CN1CCC(C(=O)c2cccc(N)c2)CC1. Yields the product CN1CCC(C(=O)c2cccc(NC(=O)c3cccc([N+](=O)[O-])c3)c2)CC1. Reaction SMILES: [N+:17](=[O:18])([O-:19])[c:20]1[cH:21][c:22]([C:23](=[O:24])[Cl:25])[cH:26][cH:27][cH:28]1.[NH2:1][c:2]1[cH:3][c:4]([C:5](=[O:6])[CH:7]2[CH2:8][CH2:9][N:10]([CH3:13])[CH2:11][CH2:12]2)[cH:14][cH:15][cH:16]1>>[NH:1]([c:2]1[cH:3][c:4]([C:5](=[O:6])[CH:7]2[CH2:8][CH2:9][N:10]([CH3:13])[CH2:11][CH2:12]2)[cH:14][cH:15][cH:16]1)[C:23]([c:22]1[cH:21][c:20]([N+:17](=[O:18])[O-:19])[cH:28][cH:27][cH:26]1)=[O:24]. Starting materials: O=C([O-])[O-], CCc1ccc(Cc2c(OCc3ccccc3)n[nH]c2C)cc1, CN(C)C=O, CC(C)I, [Cs+], [Cs+], O. The product is CCc1ccc(Cc2c(OCc3ccccc3)nn(C(C)C)c2C)cc1. Reaction SMILES: [C:24](=[O:25])([O-:26])[O-:27].[CH2:1]([c:2]1[cH:3][cH:4][cH:5][cH:6][cH:7]1)[O:8][c:9]1[n:10][nH:11][c:12]([CH3:23])[c:13]1[CH2:14][c:15]1[cH:16][cH:17][c:18]([CH2:21][CH3:22])[cH:19][cH:20]1.[CH3:34][N:35]([CH3:36])[CH:37]=[O:38].[CH:30]([CH3:31])([CH3:32])[I:33].[Cs+:28].[Cs+:29].[OH2:39]>>[CH2:1]([c:2]1[cH:3][cH:4][cH:5][cH:6][cH:7]1)[O:8][c:9]1[n:10][n:11]([CH:30]([CH3:31])[CH3:32])[c:12]([CH3:23])[c:13]1[CH2:14][c:15]1[cH:16][cH:17][c:18]([CH2:21][CH3:22])[cH:19][cH:20]1. Reactants: S=C(NCCCl)NC(C1CC1)C1CC1, O. Yields the product C1C[SH]=C(NC(C2CC2)C2CC2)N1. Reaction SMILES: [CH:1]1([CH:4]([CH:5]2[CH2:6][CH2:7]2)[NH:8][C:9](=[S:10])[NH:11][CH2:12][CH2:13][Cl:14])[CH2:2][CH2:3]1.[OH2:15]>>[CH:1]1([CH:4]([CH:5]2[CH2:6][CH2:7]2)[NH:8][C:9]2=[SH:10][CH2:13][CH2:12][NH:11]2)[CH2:2][CH2:3]1. The reactants are Cc1cc(-c2nnc3c4ccccc4c(OCc4nc[nH]n4)nn23)no1, CN(C)C=O, [H-], CC(C)I, [Na+], O. Product: Cc1cc(-c2nnc3c4ccccc4c(OCc4ncn(C(C)C)n4)nn23)no1. Reaction SMILES: [CH3:1][c:2]1[cH:3][c:4](-[c:7]2[n:8][n:9][c:10]3[n:11]2[n:12][c:13]([O:20][CH2:21][c:22]2[n:23][nH:24][cH:25][n:26]2)[c:14]2[cH:15][cH:16][cH:17][cH:18][c:19]32)[n:5][o:6]1.[CH3:34][N:35]([CH3:36])[CH:37]=[O:38].[H-:27].[I:29][CH:30]([CH3:31])[CH3:32].[Na+:28].[OH2:33]>>[CH3:1][c:2]1[cH:3][c:4](-[c:7]2[n:8][n:9][c:10]3[n:11]2[n:12][c:13]([O:20][CH2:21][c:22]2[n:23][n:24]([CH:30]([CH3:31])[CH3:32])[cH:25][n:26]2)[c:14]2[cH:15][cH:16][cH:17][cH:18][c:19]32)[n:5][o:6]1. Reactants: CC(C)=O, CI, CCOCC, CC1NC(=S)Nc2c(Cl)ccc(Cl)c21. Yields the product CSC1=Nc2c(Cl)ccc(Cl)c2C(C)N1, I. RXN SMILES: [CH3:17][C:18](=[O:19])[CH3:20].[CH3:1][I:2].[CH3:21][CH2:22][O:23][CH2:24][CH3:25].[Cl:3][c:4]1[c:5]2[c:10]([c:11]([Cl:14])[cH:12][cH:13]1)[NH:9][C:8](=[S:15])[NH:7][CH:6]2[CH3:16]>>[CH3:1][S:15][C:8]1=[N:9][c:10]2[c:5]([c:4]([Cl:3])[cH:13][cH:12][c:11]2[Cl:14])[CH:6]([CH3:16])[NH:7]1.[IH:2]. Reactants: C(C)OC=1C=C(CO)C=CC1OCC (3,4-diethoxybenzyl alcohol), S(=O)(Cl)Cl (thionyl chloride). Reagents/catalysts: N1=CC=CC=C1 (pyridine). Run in C1(=CC=CC=C1)C (toluene), C(C)(=O)OCC (ethyl acetate). Conditions: time 20 minute. The product is C(C)OC=1C=C(CCl)C=CC1OCC (3,4-diethoxybenzyl chloride). As a reaction SMILES: [CH2:1]([O:3][C:4]1[CH:5]=[C:6]([CH:9]=[CH:10][C:11]=1[O:12][CH2:13][CH3:14])[CH2:7]O)[CH3:2].S(Cl)([Cl:17])=O>C1(C)C=CC=CC=1.N1C=CC=CC=1.C(OCC)(=O)C>[CH2:1]([O:3][C:4]1[CH:5]=[C:6]([CH:9]=[CH:10][C:11]=1[O:12][CH2:13][CH3:14])[CH2:7][Cl:17])[CH3:2]. Reported procedure: To 3,4-diethoxybenzyl alcohol (736 mg) dissolved in toluene (10 ml) were added pyridine (one drop) and thionyl chloride (0.41 ml), and the resulting mixture was stirred at room temperature for 20 minutes. The reaction mixture was diluted with ethyl acetate and the resulting mixture was washed with water, an aqueous saturated solution of sodium hydrogen carbonate and an aqueous saturated solution of sodium chloride, and was dried with anhydrous magnesium sulfate. The resulting organic layer was e... Starting materials: ClC1=C(C=CC(=C1)F)S(=O)(=O)[C@@H]1C[C@H](NC1)C(=O)NC1(CC1)C#N ((2S,4R)-4-(2-chloro-4-fluorophenylsulfonyl)-N-(1-cyanocyclopropyl)pyrrolidine-2-carboxamide), Cl.CC1(CN(CCC1)C1(CC1)C(=O)O)C (1-(3,3-dimethylpiperidin-1-yl)cyclopropanecarboxylic acid hydrochloride). The product is ClC1=C(C=CC=C1)S(=O)(=O)[C@@H]1C[C@H](N(C1)C(=O)C1(CC1)N1CC(CCC1)(C)C)C(=O)NC1(CC1)C#N ((2S,4R)-4-(2-chlorophenylsulfonyl)-N-(1-cyanocyclopropyl)-1-(1-(3,3-dimethylpiperidin-1-yl)cyclopropanecarbonyl)pyrrolidine-2-carboxamide). Yield: 15.0%. RXN SMILES: [Cl:1][C:2]1[CH:7]=[C:6](F)[CH:5]=[CH:4][C:3]=1[S:9]([C@H:12]1[CH2:16][NH:15][C@H:14]([C:17]([NH:19][C:20]2([C:23]#[N:24])[CH2:22][CH2:21]2)=[O:18])[CH2:13]1)(=[O:11])=[O:10].Cl.[CH3:26][C:27]1([CH3:39])[CH2:32][CH2:31][CH2:30][N:29]([C:33]2([C:36](O)=[O:37])[CH2:35][CH2:34]2)[CH2:28]1>>[Cl:1][C:2]1[CH:7]=[CH:6][CH:5]=[CH:4][C:3]=1[S:9]([C@H:12]1[CH2:16][N:15]([C:36]([C:33]2([N:29]3[CH2:30][CH2:31][CH2:32][C:27]([CH3:39])([CH3:26])[CH2:28]3)[CH2:35][CH2:34]2)=[O:37])[C@H:14]([C:17]([NH:19][C:20]2([C:23]#[N:24])[CH2:22][CH2:21]2)=[O:18])[CH2:13]1)(=[O:11])=[O:10] |f:1.2|. Procedure: The reaction of (2S,4R)-4-(2-chlorophenylsulfonyl)-N-(1-cyanocyclopropyl)pyrrolidine-2-carboxamide 7A with 1-(3,3-dimethylpiperidin-1-yl)cyclopropanecarboxylic acid hydrochloride 16M carried out according to the general procedure L yielded (2S,4R)-4-(2-chlorophenylsulfonyl)-N-(1-cyanocyclopropyl)-1-(1-(3,3-dimethylpiperidin-1-yl)cyclopropanecarbonyl)pyrrolidine-2-carboxamide as a light yellow solid (15%). MS ISP (m/e): 533.3 (100) [(M+H)]+.